Dataset: the Open Reaction Database (ORD), a public repository of structured organic reaction records. Task: describe an organic reaction: reactants, conditions, products, and yield Reactants: N1[C@@H](C1)C(=O)O ((S)-aziridine-2-carboxylic acid), [N+](=O)([O-])C1=C(C=CC=C1)S(=O)(=O)Cl (2-nitrobenzenesulfonyl chloride), obtained liquid, [OH-].[Na+] (sodium hydroxide). Run in CC(=O)C (acetone), CC(=O)C (acetone). Reaction conditions: temperature 2 celsius, time 1 hour. Yields the product [N+](=O)([O-])C1=C(C=CC=C1)S(=O)(=O)[N@@]1C(C1)C(=O)O ((S)-N-2-nitrobenzenesulfonyl-aziridine-2-carboxylic acid). Yield: 93.4%. As a reaction SMILES: [NH:1]1[CH2:3][C@H:2]1[C:4]([OH:6])=[O:5].[N+:7]([C:10]1[CH:15]=[CH:14][CH:13]=[CH:12][C:11]=1[S:16](Cl)(=[O:18])=[O:17])([O-:9])=[O:8].[OH-].[Na+]>CC(C)=O>[N+:7]([C:10]1[CH:15]=[CH:14][CH:13]=[CH:12][C:11]=1[S:16]([N@:1]1[CH2:3][CH:2]1[C:4]([OH:6])=[O:5])(=[O:18])=[O:17])([O-:9])=[O:8] |f:2.3|. Procedure details: The liquid reaction mixture containing 9.21 g (106 mmol) of (S)-aziridine-2-carboxylic acid obtained in Example 1 was cooled to 2° C. and 150 mL of acetone was added thereto at an internal temperature of 2 to 5° C. While maintaining this solution at an internal temperature of −6 to −2° C., a mixture of 26.9 g (121 mmol) of 2-nitrobenzenesulfonyl chloride with 50 mL of acetone was added thereto over 1 hour. Then the reaction was continued as such for additional 2 hours. During the reaction, a 30 ...